Dataset: the Open Reaction Database (ORD), a public repository of structured organic reaction records. Task: describe an organic reaction: reactants, conditions, products, and yield The reactants are Cl.CC1=C(C=C(C(=O)NC2=CC(=CC(=C2)C(F)(F)F)N2C=NC(=C2)C)C=C1)NC1=NC=CC(=N1)C=1C=NC=CC1 (4-Methyl-N-[3-(4-methyl-imidazol-1-yl)-5-trifluoromethyl-phenyl]-3-(4-pyridin-3-yl-pyrimidin-2-ylamino)-benzamide hydrochloride). The solvent is O (water), CO (methanol). Run at temperature 65 celsius, time 5 minute. Product: hydrochloride salt, CC1=C(C=C(C(=O)NC2=CC(=CC(=C2)C(F)(F)F)N2C=NC(=C2)C)C=C1)NC1=NC=CC(=N1)C=1C=NC=CC1 (4-methyl-N-[3-(4-methyl-imidazol-1-yl)-5-trifluoromethyl-phenyl]-3-(4-pyridin-3-yl-pyrimidin-2-ylamino)-benzamide). Reaction SMILES: Cl.[CH3:2][C:3]1[CH:27]=[CH:26][C:6]([C:7]([NH:9][C:10]2[CH:15]=[C:14]([C:16]([F:19])([F:18])[F:17])[CH:13]=[C:12]([N:20]3[CH:24]=[C:23]([CH3:25])[N:22]=[CH:21]3)[CH:11]=2)=[O:8])=[CH:5][C:4]=1[NH:28][C:29]1[N:34]=[C:33]([C:35]2[CH:36]=[N:37][CH:38]=[CH:39][CH:40]=2)[CH:32]=[CH:31][N:30]=1>CO.O>[CH3:2][C:3]1[CH:27]=[CH:26][C:6]([C:7]([NH:9][C:10]2[CH:15]=[C:14]([C:16]([F:17])([F:18])[F:19])[CH:13]=[C:12]([N:20]3[CH:24]=[C:23]([CH3:25])[N:22]=[CH:21]3)[CH:11]=2)=[O:8])=[CH:5][C:4]=1[NH:28][C:29]1[N:34]=[C:33]([C:35]2[CH:36]=[N:37][CH:38]=[CH:39][CH:40]=2)[CH:32]=[CH:31][N:30]=1 |f:0.1|. Procedure: 4-Methyl-N-[3-(4-methyl-imidazol-1-yl)-5-trifluoromethyl-phenyl]-3-(4-pyridin-3-yl-pyrimidin-2-ylamino)-benzamide hydrochloride (12 g) is suspended in 192 mL of methanol and 14.87 mL of water. The solution is heated to 64-66° C. in 10 minutes and kept for 5 minutes at 66° C. The solution is then cooled down to 42° C. in 15 minutes and then seeded. The suspension is kept for 2.5 hours at 42° C. and cooled down to 20° C. in 7 hours and cooled down within 6 hours at −10° C. The suspension is kept f... The reactants are CCCN, Cc1ccccc1, CCOC(C)=O, CCOC(=O)c1noc(C(CCCC2CCCCC2)CC(=O)O)n1. The product is CCCNC(=O)c1noc(C(CCCC2CCCCC2)CC(=O)O)n1. Reaction SMILES: [CH2:25]([CH2:26][CH3:27])[NH2:28].[CH3:29][c:30]1[cH:31][cH:32][cH:33][cH:34][cH:35]1.[CH3:36][CH2:37][O:38][C:39](=[O:40])[CH3:41].[CH:1]1([CH2:7][CH2:8][CH2:9][CH:10]([CH2:11][C:12](=[O:13])[OH:14])[c:15]2[n:16][c:17]([C:20]([O:22][CH2:21][CH3:23])=[O:24])[n:18][o:19]2)[CH2:2][CH2:3][CH2:4][CH2:5][CH2:6]1>>[CH:1]1([CH2:7][CH2:8][CH2:9][CH:10]([CH2:11][C:12](=[O:13])[OH:14])[c:15]2[n:16][c:17]([C:20](=[O:22])[NH:28][CH2:25][CH2:26][CH3:27])[n:18][o:19]2)[CH2:2][CH2:3][CH2:4][CH2:5][CH2:6]1. Starting materials: COC(=O)[C@H]1CN(C(C1)=O)C1=CC=C(C=C1)O ((R)-1-(4-hydroxy-phenyl)-5-oxo-pyrrolidine-3-carboxylic acid methyl ester), FC1=C(CO)C(=CC=C1)F (2,6-difluorobenzylalcohol). The product is COC(=O)[C@H]1CN(C(C1)=O)C1=CC=C(C=C1)OCC1=C(C=CC=C1F)F ((R)-1-[4-(2,6-difluoro-benzyloxy)-phenyl]-5-oxo-pyrrolidine-3-carboxylic acid methyl ester). As a reaction SMILES: [CH3:1][O:2][C:3]([C@@H:5]1[CH2:9][C:8](=[O:10])[N:7]([C:11]2[CH:16]=[CH:15][C:14]([OH:17])=[CH:13][CH:12]=2)[CH2:6]1)=[O:4].[F:18][C:19]1[CH:26]=[CH:25][CH:24]=[C:23]([F:27])[C:20]=1[CH2:21]O>>[CH3:1][O:2][C:3]([C@@H:5]1[CH2:9][C:8](=[O:10])[N:7]([C:11]2[CH:12]=[CH:13][C:14]([O:17][CH2:21][C:20]3[C:19]([F:18])=[CH:26][CH:25]=[CH:24][C:23]=3[F:27])=[CH:15][CH:16]=2)[CH2:6]1)=[O:4]. Procedure: In an analogous manner to that described in Example 28b), the alkylation of the (R)-1-(4-hydroxy-phenyl)-5-oxo-pyrrolidine-3-carboxylic acid methyl ester [Example 28a)] with 2,6-difluorobenzylalcohol yields the (R)-1-[4-(2,6-difluoro-benzyloxy)-phenyl]-5-oxo-pyrrolidine-3-carboxylic acid methyl ester as a white solid. MS: m/e=362 (M+H)+. The product is C#CC(=O)Nc1ccc(-c2ccc(OC)cc2)cc1. As a reaction SMILES: [CH2:21]([OH:22])[CH3:23].[CH3:6][O:7][c:8]1[cH:9][cH:10][c:11](-[c:14]2[cH:15][cH:16][c:17]([NH2:20])[cH:18][cH:19]2)[cH:12][cH:13]1.[Cl:24][CH2:25][Cl:26].[OH:1][C:2](=[O:3])[C:4]#[CH:5]>>[O:1]=[C:2]([C:4]#[CH:5])[NH:20][c:17]1[cH:16][cH:15][c:14](-[c:11]2[cH:10][cH:9][c:8]([O:7][CH3:6])[cH:13][cH:12]2)[cH:19][cH:18]1. Reactants: CCO, COc1ccc(-c2ccc(N)cc2)cc1, ClCCl, C#CC(=O)O. The reactants are CCOC(=O)C (EtOAc), CS(=O)(=O)C1=CC(=C(C=C1)C=C)[N+](=O)[O-] (4-(methylsulfonyl)-2-nitro-1-vinylbenzene), CS(=O)(=O)C1=CC(=C(C=C1)C=C)[N+](=O)[O-] (4-(methylsulfonyl)-2-nitro-1-vinylbenzene). The reagents and catalysts are [Fe] (iron). Solvent: CC(=O)O (AcOH), CC(=O)O (AcOH). Reaction conditions: temperature 60 celsius, time 1 hour. The product is C(C)C1=C(N)C=C(C=C1)S(=O)(=O)C (2-ethyl-5-(methylsulfonyl)aniline). As a reaction SMILES: [CH3:1][S:2]([C:5]1[CH:10]=[CH:9][C:8]([CH:11]=[CH2:12])=[C:7]([N+:13]([O-])=O)[CH:6]=1)(=[O:4])=[O:3].CCOC(C)=O>CC(O)=O.[Fe]>[CH2:11]([C:8]1[CH:9]=[CH:10][C:5]([S:2]([CH3:1])(=[O:3])=[O:4])=[CH:6][C:7]=1[NH2:13])[CH3:12]. Reported procedure: A solution of 4-(methylsulfonyl)-2-nitro-1-vinylbenzene (Intermediate 121; 3.60 g; 15.8 mmol) in AcOH (100 mL) was treated with a solution of iron (15.9 g; 285 mmol) in AcOH (20 ml) and the reaction mixture was stirred at 60° C. for 1 h. EtOAc was added and the solution was filtered, the solvents removed under reduced pressure. The residue was taken up in EtOAc, washed with a sat. NaHCO3 solution in water, then with brine. The organic layer was dried, filtered and concentrated to give the title ...